This data is from the Open Reaction Database (ORD), a public repository of structured organic reaction records. The task is: describe an organic reaction: reactants, conditions, products, and yield Starting materials: COC=1C=C2C=CC(=CC2=CC1)C=1OC2=C(C1)C=CC=C2 (2-(6-methoxy-2-naphthyl)-1-benzofuran), C(CC(C)C)(=O)Cl (isovaleryl chloride), [Sn](Cl)(Cl)(Cl)Cl (tin (IV) chloride). The solvent is C(Cl)(Cl)Cl (chloroform). Yields the product COC=1C=C2C=CC(=CC2=CC1)C=1OC2=C(C1C(CC(C)C)=O)C=CC=C2 (1-[2-(6-Methoxy-2-naphthyl)-1-benzofuran-3-yl]-3-methyl-1-butanone). RXN SMILES: [CH3:1][O:2][C:3]1[CH:4]=[C:5]2[C:10](=[CH:11][CH:12]=1)[CH:9]=[C:8]([C:13]1[O:14][C:15]3[CH:21]=[CH:20][CH:19]=[CH:18][C:16]=3[CH:17]=1)[CH:7]=[CH:6]2.[C:22](Cl)(=[O:27])[CH2:23][CH:24]([CH3:26])[CH3:25].[Sn](Cl)(Cl)(Cl)Cl>C(Cl)(Cl)Cl>[CH3:1][O:2][C:3]1[CH:4]=[C:5]2[C:10](=[CH:11][CH:12]=1)[CH:9]=[C:8]([C:13]1[O:14][C:15]3[CH:21]=[CH:20][CH:19]=[CH:18][C:16]=3[C:17]=1[C:22](=[O:27])[CH2:23][CH:24]([CH3:26])[CH3:25])[CH:7]=[CH:6]2. Procedure details: Following the procedure described in Step 2 of Example 1, 2-(6-methoxy-2-naphthyl)-1-benzofuran (3.00 g, 10.9 mmol), was acylated with isovaleryl chloride (1.9 mL, 16 mmol), in presence of tin (IV) chloride (1.7 mL, 14 mmol) in chloroform (60 mL). Purification by flash chromatography using 15-100% chloroform in hexane as an eluant then by using the Biotage apparatus using 1.5% ethyl acetate in hexane as an eluant yielded the title compound as a yellow wax (1.34 g); 1HNMR (200 MHz, DMSO-d6): δ8.3... Reactants: ClC=1N=C2N(C=C(C=C2)Cl)C1I (2,6-Dichloro-3-iodo-imidazo[1,2-a]pyridine), ClC=1N=C2N(C=C(C(=C2)Cl)Cl)C1 (2,6,7-Trichloro-imidazo[1,2-a]pyridine), C1CC(=O)N(C1=O)I (NIS). Yields the product IC1=C(N=C2N1C=C(C(=C2)Cl)Cl)Cl (3-Iodo-2,6,7-trichloro-imidazo[1,2-a]pyridine). Isolated yield 82.0%. Reaction SMILES: [Cl:1][C:2]1[N:3]=[C:4]2[CH:9]=[CH:8][C:7]([Cl:10])=[CH:6][N:5]2[C:11]=1[I:12].[Cl:13]C1N=C2C=C(Cl)C(Cl)=CN2C=1.C1C(=O)N(I)C(=O)C1>>[I:12][C:11]1[N:5]2[CH:6]=[C:7]([Cl:10])[C:8]([Cl:13])=[CH:9][C:4]2=[N:3][C:2]=1[Cl:1]. Procedure: Following the preparation of compound 19, compound 16 (1.7 g, 7.7 mmol) was treated with NIS to give 2.2 g (82%) of compound 25 as a white crystalline solid. Reactants: BrC1=CC(=CC2=C1OCO2)C2=C(N=C(S2)NC(C2=C(C=CC=C2F)F)=O)C (N-(5-(7-Bromobenzo[d][1,3]dioxol-5-yl)-4-methylthiazol-2-yl)-2,6-difluorobenzamide). Reagents/catalysts: [Pd] (Pd/C). The solvent is CCO (EtOH). Reaction conditions: time 8 hour. The product is O1COC2=C1C=CC(=C2)C2=C(N=C(S2)NC(C2=C(C=CC=C2F)F)=O)C (N-(5-(Benzo[d][1,3]dioxol-5-yl)-4-methylthiazol-2-yl)-2,6-difluorobenzamide). The yield is 89.6%. As a reaction SMILES: Br[C:2]1[C:7]2[O:8][CH2:9][O:10][C:6]=2[CH:5]=[C:4]([C:11]2[S:15][C:14]([NH:16][C:17](=[O:26])[C:18]3[C:23]([F:24])=[CH:22][CH:21]=[CH:20][C:19]=3[F:25])=[N:13][C:12]=2[CH3:27])[CH:3]=1>CCO.[Pd]>[O:8]1[C:7]2[CH:2]=[CH:3][C:4]([C:11]3[S:15][C:14]([NH:16][C:17](=[O:26])[C:18]4[C:23]([F:24])=[CH:22][CH:21]=[CH:20][C:19]=4[F:25])=[N:13][C:12]=3[CH3:27])=[CH:5][C:6]=2[O:10][CH2:9]1. Procedure details: A mixture of Compound 56 (50 mg) and 10% Pd/C (10 mg) in EtOH (2.0 mL) was stirred under an atmosphere of hydrogen gas overnight. The mixture was filtered through a short plug of celite. The filtrate was concentrated under reduced pressure to give Compound 57 (37 mg).